This data is from the Open Reaction Database (ORD), a public repository of structured organic reaction records. The task is: describe an organic reaction: reactants, conditions, products, and yield Reactants: C(C)N(S(=O)(=O)C1=CC=C(C=C1)C=1NC(C(C(=O)O)=CC1)=O)CC (6-[4-(diethylaminosulfonyl)phenyl]-1,2-dihydro-2-oxonicotinic acid), S(=O)(Cl)Cl (thionyl chloride), C(Cl)Cl (methylene chloride), C[Si](C)(C)Cl (trimethylsilyl chloride). Run in C(C)N(CC)CC (triethylamine). The product is C(C)N(S(=O)(=O)C1=CC=C(C=C1)C=1NC(C(CCl)=CC1)=O)CC (6-[4-(diethylaminosulfonyl)phenyl]-1,2-dihydro-2-oxonicotinyl chloride). RXN SMILES: [CH2:1]([N:3]([CH2:23][CH3:24])[S:4]([C:7]1[CH:12]=[CH:11][C:10]([C:13]2[NH:14][C:15](=[O:22])[C:16](=[CH:20][CH:21]=2)[C:17](O)=O)=[CH:9][CH:8]=1)(=[O:6])=[O:5])[CH3:2].C(Cl)[Cl:26].C[Si](Cl)(C)C.S(Cl)(Cl)=O>C(N(CC)CC)C>[CH2:1]([N:3]([CH2:23][CH3:24])[S:4]([C:7]1[CH:12]=[CH:11][C:10]([C:13]2[NH:14][C:15](=[O:22])[C:16](=[CH:20][CH:21]=2)[CH2:17][Cl:26])=[CH:9][CH:8]=1)(=[O:6])=[O:5])[CH3:2]. Procedure: From 6.0 g. of 6-[4-(diethylaminosulfonyl)phenyl]-1,2-dihydro-2-oxonicotinic acid in 175 ml. of methylene chloride, 2.4 ml. of triethylamine, 2.2 ml. of trimethylsilyl chloride and 2.5 ml. of thionyl chloride, following the procedure of a) above, there is obtained 6-[4-(diethylaminosulfonyl)phenyl]-1,2-dihydro-2-oxonicotinyl chloride. The reactants are [BH4-], CCO, CC1=Nc2ccccc2N2CCc3cc(Cl)cc1c32, Cl, [Na+], O. The product is CC1Nc2ccccc2N2CCc3cc(Cl)cc1c32. As a reaction SMILES: [BH4-:21].[CH3:24][CH2:25][OH:26].[Cl:2][c:3]1[cH:4][c:5]2[c:9]3[c:10]([cH:20]1)[C:11]([CH3:19])=[N:12][c:13]1[c:14]([cH:15][cH:16][cH:17][cH:18]1)[N:8]3[CH2:7][CH2:6]2.[ClH:1].[Na+:22].[OH2:23]>>[Cl:2][c:3]1[cH:4][c:5]2[c:9]3[c:10]([cH:20]1)[CH:11]([CH3:19])[NH:12][c:13]1[c:14]([cH:15][cH:16][cH:17][cH:18]1)[N:8]3[CH2:7][CH2:6]2.